This data is from the Open Reaction Database (ORD), a public repository of structured organic reaction records. The task is: describe an organic reaction: reactants, conditions, products, and yield The reactants are CCc1c(I)[nH]c(C=O)c1C(=O)OCc1ccccc1, O=Cc1ccc(B(O)O)o1, OB(O)c1ccc(F)cc1. Yields the product CCc1c(-c2ccc(C=O)o2)[nH]c(C=O)c1C(=O)OCc1ccccc1. Reaction SMILES: [CH2:1]([CH3:2])[c:3]1[c:4]([C:11](=[O:12])[O:13][CH2:14][c:15]2[cH:16][cH:17][cH:18][cH:19][cH:20]2)[c:5]([CH:9]=[O:10])[nH:6][c:7]1[I:8].[CH:31](=[O:32])[c:33]1[cH:34][cH:35][c:36]([B:38]([OH:39])[OH:40])[o:37]1.[OH:21][B:22]([c:23]1[cH:24][cH:25][c:26]([F:27])[cH:28][cH:29]1)[OH:30]>>[CH2:1]([CH3:2])[c:3]1[c:4]([C:11](=[O:12])[O:13][CH2:14][c:15]2[cH:16][cH:17][cH:18][cH:19][cH:20]2)[c:5]([CH:9]=[O:10])[nH:6][c:7]1-[c:36]1[cH:35][cH:34][c:33]([CH:31]=[O:32])[o:37]1.